From a dataset of the Open Reaction Database (ORD), a public repository of structured organic reaction records. describe an organic reaction: reactants, conditions, products, and yield Reactants: C(C)(C)(C)OC(NC1=CC(=CC=C1)OC=1C=NC(=CC1)[N+](=O)[O-])=O (tert-butyl{3-[(6-nitropyridin-3-yl)oxy]phenyl}carbamate), O1CCCC1 (tetrahydrofuran). Reagents/catalysts: [C].[Pd] (palladium-carbon). Run in C(C)(=O)OCC (ethyl acetate). Conditions: time 16 hour. Yields the product C(C)(C)(C)OC(NC1=CC(=CC=C1)OC=1C=NC(=CC1)N)=O (tert-butyl{3-[(6-aminopyridin-3-yl)oxy]phenyl}carbamate). Yield: 108.2%. Reaction SMILES: [C:1]([O:5][C:6](=[O:24])[NH:7][C:8]1[CH:13]=[CH:12][CH:11]=[C:10]([O:14][C:15]2[CH:16]=[N:17][C:18]([N+:21]([O-])=O)=[CH:19][CH:20]=2)[CH:9]=1)([CH3:4])([CH3:3])[CH3:2].O1CCCC1>C(OCC)(=O)C.[C].[Pd]>[C:1]([O:5][C:6](=[O:24])[NH:7][C:8]1[CH:13]=[CH:12][CH:11]=[C:10]([O:14][C:15]2[CH:16]=[N:17][C:18]([NH2:21])=[CH:19][CH:20]=2)[CH:9]=1)([CH3:4])([CH3:2])[CH3:3] |f:3.4|. Reported procedure: To a solution of tert-butyl{3-[(6-nitropyridin-3-yl)oxy]phenyl}carbamate (6.00 g, 18.1 mmol) in ethyl acetate (500 mL)/tetrahydrofuran (150 mL) was added 10% palladium-carbon (600 mg), and the mixture was stirred at room temperature for 16 hr under a hydrogen atmosphere (1.0 atm). The insoluble material was filtered off, and the filtrate was concentrated under reduced pressure to give the title compound (5.9 g, quantitative) as a brown oil. The obtained compound was used for the next reaction wi... Starting materials: C(O)([O-])=O.[Na+] (sodium hydrogen carbonate), COC1=CC=C2C=CC(N(C2=C1)CC=O)=O ((7-methoxy-2-oxoquinolin-1(2H)-yl)acetaldehyde), C(C)(C)(C)OC(N(C1CCNCC1)CC1=CC2=C(OCCO2)C=C1)=O (tert-butyl(2,3-dihydro-1,4-benzodioxin-6-ylmethyl)(piperidin-4-yl)carbamate), C(C)(=O)O[BH-](OC(C)=O)OC(C)=O.[Na+] (sodium triacetoxyborohydride). Solvent: C(C)(=O)OCC (ethyl acetate), O (water), C(C)(=O)O (acetic acid), ClCCl (dichloromethane). Conditions: time 3 hour. Product: C(C)(C)(C)OC(N(C1CCN(CC1)CCN1C(C=CC2=CC=C(C=C12)OC)=O)CC1=CC2=C(OCCO2)C=C1)=O (tert-butyl(2,3-dihydro-1,4-benzodioxin-6-ylmethyl)(1-(2-(7-methoxy-2-oxoquinolin-1(2H)-yl)ethyl)piperidin-4-yl)carbamate). Isolated yield 86.4%. As a reaction SMILES: [CH3:1][O:2][C:3]1[CH:12]=[C:11]2[C:6]([CH:7]=[CH:8][C:9](=[O:16])[N:10]2[CH2:13][CH:14]=O)=[CH:5][CH:4]=1.[C:17]([O:21][C:22](=[O:41])[N:23]([CH2:30][C:31]1[CH:40]=[CH:39][C:34]2[O:35][CH2:36][CH2:37][O:38][C:33]=2[CH:32]=1)[CH:24]1[CH2:29][CH2:28][NH:27][CH2:26][CH2:25]1)([CH3:20])([CH3:19])[CH3:18].C(O[BH-](OC(=O)C)OC(=O)C)(=O)C.[Na+].C(=O)([O-])O.[Na+]>C(OCC)(=O)C.O.C(O)(=O)C.ClCCl>[C:17]([O:21][C:22](=[O:41])[N:23]([CH2:30][C:31]1[CH:40]=[CH:39][C:34]2[O:35][CH2:36][CH2:37][O:38][C:33]=2[CH:32]=1)[CH:24]1[CH2:29][CH2:28][N:27]([CH2:14][CH2:13][N:10]2[C:11]3[C:6](=[CH:5][CH:4]=[C:3]([O:2][CH3:1])[CH:12]=3)[CH:7]=[CH:8][C:9]2=[O:16])[CH2:26][CH2:25]1)([CH3:20])([CH3:18])[CH3:19] |f:2.3,4.5|. Procedure: To 5 mL of dichloromethane solution containing 0.14 g of (7-methoxy-2-oxoquinolin-1(2H)-yl)acetaldehyde, 0.22 g of tert-butyl(2,3-dihydro-1,4-benzodioxin-6-ylmethyl)(piperidin-4-yl)carbamate and 36 of acetic acid were added, then, 0.20 g of sodium triacetoxyborohydride was added to the reaction mixture, and stirred for 3 hours. To the reaction mixture, water, ethyl acetate and aqueous saturated sodium hydrogen carbonate solution were added, the organic layer was separated, and the aqueous layer ... Reactants: C(C)(C)(C)OC(N[C@@H]([C@@H](C)OC(C)(C)C)C(NC1(CC1)C1=NC=CC=N1)=O)=O ([(1S,2R)-2-tert-butoxy-1-(1-pyrimidin-2-yl-cyclopropylcarbamoyl)-propyl]-carbamic acid tert-butyl ester), C(=O)(C(F)(F)F)O (TFA). Solvent: C(Cl)Cl (DCM). Conditions: time 24 hour. The product is FC(C(=O)O)(F)F.N[C@H](C(=O)NC1(CC1)C1=NC=CC=N1)[C@@H](C)OC(C)(C)C ((2S,3R)-2-amino-3-tert-butoxy-N-(1-pyrimidin-2-yl-cyclopropyl)-butyramide trifluoro-acetic acid). Reaction SMILES: C(OC(=O)[NH:7][C@H:8]([C:16](=[O:27])[NH:17][C:18]1([C:21]2[N:26]=[CH:25][CH:24]=[CH:23][N:22]=2)[CH2:20][CH2:19]1)[C@H:9]([O:11][C:12]([CH3:15])([CH3:14])[CH3:13])[CH3:10])(C)(C)C.[C:29]([OH:35])([C:31]([F:34])([F:33])[F:32])=[O:30]>C(Cl)Cl>[F:32][C:31]([F:34])([F:33])[C:29]([OH:35])=[O:30].[NH2:7][C@@H:8]([C@H:9]([O:11][C:12]([CH3:13])([CH3:15])[CH3:14])[CH3:10])[C:16]([NH:17][C:18]1([C:21]2[N:26]=[CH:25][CH:24]=[CH:23][N:22]=2)[CH2:19][CH2:20]1)=[O:27] |f:3.4|. Reported procedure: [(1S,2R)-2-tert-butoxy-1-(1-pyrimidin-2-yl-cyclopropylcarbamoyl)-propyl]-carbamic acid tert-butyl ester (0.17 g, 0.45 mmol) was dissolved in DCM (1 mL) and to this was added TFA (0.2 mL). The reaction was allowed to stir at RT for 24 h. The solvent was removed under reduced pressure and the residue triturated with Et2O to give (2S,3R)-2-amino-3-tert-butoxy-N-(1-pyrimidin-2-yl-cyclopropyl)-butyramide trifluoro-acetic acid (0.16 g, 0.45 mmol) as a white solid. Starting materials: C(C=C)OC(=O)O[C@H](C)[C@@H]1[C@@H]2N(C(=C([C@@H]2C)CO)C(=O)OCC=C)C1=O (allyl (1S,5R,6S)-6-[(1R)-1-allyloxycarbonyloxyethyl]-2-hydroxymethyl-1-methyl-1-carbapen-2-em-3-carboxylate), C(=O)NCC1=CN2C(S1)=CN=C2 (2-(formylamino)methylimidazo[5,1-b]thiazole). Product: O[C@H](C)[C@@H]1[C@@H]2N(C(=C([C@@H]2C)CN2C=[N+]3C(SC(=C3)CNC=O)=C2)C(=O)[O-])C1=O ((1S,5R,6S)-6-[(1R)-1-hydroxyethyl]-2-[2-(formylamino)methylimidazo[5,1-b]thiazolium-6-yl]methyl-1-methyl-1-carbapen-2-em-3-carboxylate). The yield is 5.0%. Reaction SMILES: C(OC([O:7][C@@H:8]([C@H:10]1[C:25](=[O:26])[N:12]2[C:13]([C:19]([O:21]CC=C)=[O:20])=[C:14]([CH2:17]O)[C@H:15]([CH3:16])[C@H:11]12)[CH3:9])=O)C=C.[CH:27]([NH:29][CH2:30][C:31]1[S:35][C:34]2=[CH:36][N:37]=[CH:38][N:33]2[CH:32]=1)=[O:28]>>[OH:7][C@@H:8]([C@H:10]1[C:25](=[O:26])[N:12]2[C:13]([C:19]([O-:21])=[O:20])=[C:14]([CH2:17][N:37]3[CH:36]=[C:34]4[S:35][C:31]([CH2:30][NH:29][CH:27]=[O:28])=[CH:32][N+:33]4=[CH:38]3)[C@H:15]([CH3:16])[C@H:11]12)[CH3:9]. Reported procedure: The same procedure as in Example 1 was repeated except that 97.2 mg of allyl (1S,5R,6S)-6-[(1R)-1-allyloxycarbonyloxyethyl]-2-hydroxymethyl-1-methyl-1-carbapen-2-em-3-carboxylate and 73.0 mg of 2-(formylamino)methylimidazo[5,1-b]thiazole were used, thereby obtaining 5.4 mg of the title compound. Starting materials: BrC=1C=C2C=CN(C(C2=CC1)=O)CC1=CC=C(C=C1)OC (6-Bromo-2-(4-methoxy-benzyl)-2H-isoquinolin-1-one), BrC=1C=C2C=CN(C(C2=CC1)=O)CC1=CC=C(C=C1)OC (6-Bromo-2-(4-methoxy-benzyl)-2H-isoquinolin-1-one), COC(C1=CC(=C(C=C1)C)B(O)O)=O (3-borono-4-methyl-benzoic acid methyl ester), C([O-])([O-])=O.[K+].[K+] (potassium carbonate). The reagents and catalysts are C=1C=CC(=CC1)[P](C=2C=CC=CC2)(C=3C=CC=CC3)[Pd]([P](C=4C=CC=CC4)(C=5C=CC=CC5)C=6C=CC=CC6)([P](C=7C=CC=CC7)(C=8C=CC=CC8)C=9C=CC=CC9)[P](C=1C=CC=CC1)(C=1C=CC=CC1)C=1C=CC=CC1 (tetrakis(triphenylphosphine)palladium(0)). Solvent: C(C)(=O)OCC (ethyl acetate), CN(C=O)C (N,N-dimethylformamide). Run at temperature 95 celsius. The product is COC1=CC=C(CN2C(C3=CC=C(C=C3C=C2)C=2C=C(C(=O)OC)C=CC2C)=O)C=C1 (3-[2-(4-Methoxy-benzyl)-1-oxo-1,2-dihydro-isoquinolin-6-yl]-4-methyl-benzoic acid, methyl ester). Reaction SMILES: Br[C:2]1[CH:3]=[C:4]2[C:9](=[CH:10][CH:11]=1)[C:8](=[O:12])[N:7]([CH2:13][C:14]1[CH:19]=[CH:18][C:17]([O:20][CH3:21])=[CH:16][CH:15]=1)[CH:6]=[CH:5]2.[CH3:22][O:23][C:24](=[O:35])[C:25]1[CH:30]=[CH:29][C:28]([CH3:31])=[C:27](B(O)O)[CH:26]=1.C(=O)([O-])[O-].[K+].[K+]>CN(C)C=O.C(OCC)(=O)C.C1C=CC([P]([Pd]([P](C2C=CC=CC=2)(C2C=CC=CC=2)C2C=CC=CC=2)([P](C2C=CC=CC=2)(C2C=CC=CC=2)C2C=CC=CC=2)[P](C2C=CC=CC=2)(C2C=CC=CC=2)C2C=CC=CC=2)(C2C=CC=CC=2)C2C=CC=CC=2)=CC=1>[CH3:21][O:20][C:17]1[CH:18]=[CH:19][C:14]([CH2:13][N:7]2[CH:6]=[CH:5][C:4]3[C:9](=[CH:10][CH:11]=[C:2]([C:27]4[CH:26]=[C:25]([CH:30]=[CH:29][C:28]=4[CH3:31])[C:24]([O:23][CH3:22])=[O:35])[CH:3]=3)[C:8]2=[O:12])=[CH:15][CH:16]=1 |f:2.3.4,^1:56,58,77,96|. Reported procedure: A mixture of 6-bromo-2-(4-methoxy-benzyl)-2H-isoquinolin-1-one (product of step iv)) (1.2 g), intermediate 2 (0.7 g), potassium carbonate (1.0 g) and tetrakis(triphenylphosphine)palladium(0) (0.4 g) in N,N-dimethylformamide (20 mL) was heated to 95° C. for 17 hours. The reaction mixture was diluted with ethyl acetate and washed with water and brine. The organic phase was dried, filtered and evaporated. The residue was purified (SiO2, 1:2 ethyl acetate:iso-hexane as eluent) to yield the sub-title... The reactants are N1C(CC2=CC=CC=C12)=O (2-indolinone), C(C1=CC=CC=C1)(=O)Cl (benzoic acid chloride). The product is C(C1=CC=CC=C1)(=O)C=1C=C2CC(NC2=CC1)=O (5-benzoyl-2-indolinone). As a reaction SMILES: [NH:1]1[C:9]2[C:4](=[CH:5][CH:6]=[CH:7][CH:8]=2)[CH2:3][C:2]1=[O:10].[C:11](Cl)(=[O:18])[C:12]1[CH:17]=[CH:16][CH:15]=[CH:14][CH:13]=1>>[C:11]([C:6]1[CH:5]=[C:4]2[C:9](=[CH:8][CH:7]=1)[NH:1][C:2](=[O:10])[CH2:3]2)(=[O:18])[C:12]1[CH:17]=[CH:16][CH:15]=[CH:14][CH:13]=1. Reported procedure: Prepared from 2-indolinone and benzoic acid chloride